Dataset: the Open Reaction Database (ORD), a public repository of structured organic reaction records. Task: describe an organic reaction: reactants, conditions, products, and yield The reactants are COC1=CC=C(C=C1)C(C(C)([N+](=O)[O-])C)Cl (1-(4-methoxyphenyl)-1-chloro-2-methyl-2-nitropropane), C(C)(=O)O (acetic acid), COCCOC (1,2-dimethoxyethane). Reagents/catalysts: [Pt](=O)=O (platinum dioxide). Run in [H][H] (hydrogen). Conditions: time 4.5 hour. Product: Cl.CC(CC1=CC=C(C=C1)OC)(C)N (α,α-dimethyl-4-methoxyphenethylamine hydrochloride). Isolated yield 55.6%. Reaction SMILES: [CH3:1][O:2][C:3]1[CH:8]=[CH:7][C:6]([CH:9]([Cl:16])[C:10]([CH3:15])([N+:12]([O-])=O)[CH3:11])=[CH:5][CH:4]=1.C(O)(=O)C.COCCOC>[H][H].[Pt](=O)=O>[ClH:16].[CH3:15][C:10]([NH2:12])([CH3:11])[CH2:9][C:6]1[CH:7]=[CH:8][C:3]([O:2][CH3:1])=[CH:4][CH:5]=1 |f:5.6|. Reported procedure: A mixture of 812 mg of 1-(4-methoxyphenyl)-1-chloro-2-methyl-2-nitropropane, 2 ml of acetic acid, 150 mg of platinum dioxide and 20 ml of 1,2-dimethoxyethane is stirred at 20° C. for 2 hours in hydrogen gas atmosphere under 70 atmospheres, and then at 45° C. for 4.5 hours under 68-65 atmospheres, and then at 80° C. for 14 hours under 68 atmospheres. After cooling, the reaction mixture is filtered to remove insoluble materials, and said insoluble materials are washed with ethanol and water, succe... Starting materials: N1N=CC2=CC(=CC=C12)B(O)O ((1H-indazol-5-yl)boronic acid), NC1=C(N=NC2=C(C(=CC(=C12)F)C)Br)C(=O)N (4-amino-8-bromo-5-fluoro-7-methylcinnoline-3-carboxamide). Yields the product NC1=C(N=NC2=C(C(=CC(=C12)F)C)C=1C=C2C=NNC2=CC1)C(=O)N (4-amino-5-fluoro-8-(1H-indazol-5-yl)-7-methylcinnoline-3-carboxamide). As a reaction SMILES: [NH:1]1[C:9]2[C:4](=[CH:5][C:6](B(O)O)=[CH:7][CH:8]=2)[CH:3]=[N:2]1.[NH2:13][C:14]1[C:23]2[C:18](=[C:19](Br)[C:20]([CH3:25])=[CH:21][C:22]=2[F:24])[N:17]=[N:16][C:15]=1[C:27]([NH2:29])=[O:28]>>[NH2:13][C:14]1[C:23]2[C:18](=[C:19]([C:6]3[CH:5]=[C:4]4[C:9](=[CH:8][CH:7]=3)[NH:1][N:2]=[CH:3]4)[C:20]([CH3:25])=[CH:21][C:22]=2[F:24])[N:17]=[N:16][C:15]=1[C:27]([NH2:29])=[O:28]. Procedure: The title compound was prepared in a manner similar to EXAMPLE 1 using (1H-indazol-5-yl)boronic acid and 4-amino-8-bromo-5-fluoro-7-methylcinnoline-3-carboxamide. 1H NMR (400 MHz, CD3OD) δ ppm 2.28 (s, 3 H), 7.19-7.30 (m, 1 H), 7.35 (d, J=16 Hz, 1H), 7.59-7.70 (m, 2 H), 8.07 (s, 1 H); ESI-MS m/z [M+H]+ 337.2.